describe an organic reaction: reactants, conditions, products, and yield From a dataset of the Open Reaction Database (ORD), a public repository of structured organic reaction records. The reactants are C(C)(C)(C)[S@@](=O)N[C@H](C)C1=CC(=C(C=C1)NS(=O)(=O)C)C (N-[4-((1R)-1-{[(R)-tert-butylsulfinyl]amino}ethyl)-2-methylphenyl]methanesulfonamide), Cl (hydrogen chloride). Solvent: O1CCOCC1 (dioxane). Reaction conditions: time 30 minute. Yields the product Cl.N[C@H](C)C1=CC(=C(C=C1)NS(=O)(=O)C)C (N-{4-[(1R)-1-Aminoethyl]-2-methylphenyl}methanesulfonamide hydrochloride). As a reaction SMILES: C([S@]([NH:7][C@@H:8]([C:10]1[CH:15]=[CH:14][C:13]([NH:16][S:17]([CH3:20])(=[O:19])=[O:18])=[C:12]([CH3:21])[CH:11]=1)[CH3:9])=O)(C)(C)C.[ClH:22]>O1CCOCC1>[ClH:22].[NH2:7][C@@H:8]([C:10]1[CH:15]=[CH:14][C:13]([NH:16][S:17]([CH3:20])(=[O:19])=[O:18])=[C:12]([CH3:21])[CH:11]=1)[CH3:9] |f:3.4|. Procedure details: To N-[4-((1R)-1-{[(R)-tert-butylsulfinyl]amino}ethyl)-2-methylphenyl]methanesulfonamide (530 mg,1.60 mmol) was added 10% methanolic hydrogen chloride (5.0 ml) and dioxane (5.0 ml). The solution was stirred at ambient temperature for 30 minutes and then concentrated under reduced pressure. Diethyl ether was added to precipitate amine hydrochloride. The precipitate was then filtered, washed with diethyl ether and collected to furnish 450 mg (quant.) of the title compound as a white solid. Starting materials: Cl.CNOC (N,O-dimethylhydroxylamine hydrochloride), C(C)(C)N(CC)C(C)C (diisopropylethylamine), S(=O)(Cl)Cl (thionyl chloride), C=1N=CN2C1C(OCC2)C2=CC=C(C(=O)O)C=C2 (4-(5,6-dihydro-8H-imidazo[5,1-c][1,4]oxazin-8-yl)benzoic acid). Run in C(Cl)(Cl)Cl (chloroform). Run at temperature 2.5 celsius, time 16 hour. The product is C=1N=CN2C1C(OCC2)C2=CC=C(C(=O)N(C)OC)C=C2 (4-(5,6-Dihydro-8H-imidazo[5,1-c][1,4]oxazin-8-yl)-N-methoxy-N-methylbenzamide), SiO2. RXN SMILES: S(Cl)(Cl)=O.[CH:5]1[N:6]=[CH:7][N:8]2[CH2:13][CH2:12][O:11][CH:10]([C:14]3[CH:22]=[CH:21][C:17]([C:18]([OH:20])=O)=[CH:16][CH:15]=3)[C:9]=12.Cl.[CH3:24][NH:25][O:26][CH3:27].C(N(C(C)C)CC)(C)C>C(Cl)(Cl)Cl>[CH:5]1[N:6]=[CH:7][N:8]2[CH2:13][CH2:12][O:11][CH:10]([C:14]3[CH:15]=[CH:16][C:17]([C:18]([N:25]([O:26][CH3:27])[CH3:24])=[O:20])=[CH:21][CH:22]=3)[C:9]=12 |f:2.3|. Procedure: 9.30 mmol of thionyl chloride are added to a solution of 3.10 mmol of 4-(5,6-dihydro-8H-imidazo[5,1-c][1,4]oxazin-8-yl)benzoic acid in 5 ml of chloroform. The reaction mixture is heated to reflux for 3 hours and then evaporated. The residue is stripped with toluene and then taken up in 10 ml of dichloromethane. The reaction solution is cooled to 0-5° C., and 3.10 mmol of N,O-dimethylhydroxylamine hydrochloride, followed by 15.5 mmol of diisopropylethylamine, are added. The reaction mixture is st... Starting materials: CC(C)(C)P(c1ccccc1-c1ccccc1)C(C)(C)C, C1CCOC1, Cc1ccccc1, CCC(C)Nc1cc(C(=O)OC)cc(Cl)n1, CS(N)(=O)=O, CS(N)(=O)=O, [H-], [Na+], [Na], O=C(C=Cc1ccccc1)C=Cc1ccccc1, O=C(C=Cc1ccccc1)C=Cc1ccccc1, O=C(C=Cc1ccccc1)C=Cc1ccccc1, [Pd], [Pd]. The product is CCC(C)Nc1cc(C(=O)OC)cc(NS(C)(=O)=O)n1. As a reaction SMILES: [C:17]([P:18]([C:19]([CH3:20])([CH3:21])[CH3:22])[c:23]1[cH:24][cH:25][cH:26][cH:27][c:28]1-[c:29]1[cH:30][cH:31][cH:32][cH:33][cH:34]1)([CH3:35])([CH3:36])[CH3:37].[CH2:107]1[O:108][CH2:109][CH2:110][CH2:111]1.[CH3:112][c:113]1[cH:114][cH:115][cH:116][cH:117][cH:118]1.[CH3:1][O:2][C:3]([c:4]1[cH:5][c:6]([NH:11][CH:12]([CH3:13])[CH2:14][CH3:15])[n:7][c:8]([Cl:10])[cH:9]1)=[O:16].[CH3:39][S:40](=[O:41])(=[O:42])[NH2:43].[CH3:46][S:47]([NH2:48])(=[O:49])=[O:50].[H-:44].[Na+:45].[Na:38].[O:53]=[C:54]([CH:55]=[CH:56][c:57]1[cH:58][cH:59][cH:60][cH:61][cH:62]1)[CH:63]=[CH:64][c:65]1[cH:66][cH:67][cH:68][cH:69][cH:70]1.[O:71]=[C:72]([CH:73]=[CH:74][c:75]1[cH:76][cH:77][cH:78][cH:79][cH:80]1)[CH:81]=[CH:82][c:83]1[cH:84][cH:85][cH:86][cH:87][cH:88]1.[O:89]=[C:90]([CH:91]=[CH:92][c:93]1[cH:94][cH:95][cH:96][cH:97][cH:98]1)[CH:99]=[CH:100][c:101]1[cH:102][cH:103][cH:104][cH:105][cH:106]1.[Pd:51].[Pd:52]>>[CH3:1][O:2][C:3]([c:4]1[cH:5][c:6]([NH:11][CH:12]([CH3:13])[CH2:14][CH3:15])[n:7][c:8]([NH:43][S:40]([CH3:39])(=[O:41])=[O:42])[cH:9]1)=[O:16]. Reactants: OC1CC(C2=CC(=CC=C12)F)=O (3-hydroxy-6-fluoro-1-indanone), [Si](C)(C)(C(C)(C)C)Cl (tert-butyldimethylsilyl chloride), N1C=NC=C1 (imidazole). The solvent is CN(C=O)C (dimethylformamide), CN(C=O)C (dimethylformamide). Run at time 18 hour. The product is [Si](C)(C)(C(C)(C)C)OC1CC(C2=CC(=CC=C12)F)=O (3-((tert-butyldimethylsilyl)oxy)-6-fluoro-1-indanone). The yield is 60.0%. Reaction SMILES: [OH:1][CH:2]1[C:10]2[C:5](=[CH:6][C:7]([F:11])=[CH:8][CH:9]=2)[C:4](=[O:12])[CH2:3]1.[Si:13](Cl)([C:16]([CH3:19])([CH3:18])[CH3:17])([CH3:15])[CH3:14].N1C=CN=C1>CN(C)C=O>[Si:13]([O:1][CH:2]1[C:10]2[C:5](=[CH:6][C:7]([F:11])=[CH:8][CH:9]=2)[C:4](=[O:12])[CH2:3]1)([C:16]([CH3:19])([CH3:18])[CH3:17])([CH3:15])[CH3:14]. Reported procedure: A solution of 3-hydroxy-6-fluoro-1-indanone (4.09 g, 24.6 mmoles) in dimethylformamide (10 mL) was added to a solution of tert-butyldimethylsilyl chloride (4.60 g, 30.5 mmoles, Aldrich) and imidazole (4.22 g, 62.0 mmoles, Aldrich) in dimethylformamide (20 mL). The solution was stirred at ambient temperature for 18 hours and evaporated in vacuo. The residue was dissolved in dichloromethane (200 mL) and washed with water (6×75 mL) and brine (100 mL), dried over magnesium sulfate, filtered and evap...